Dataset: the Open Reaction Database (ORD), a public repository of structured organic reaction records. Task: describe an organic reaction: reactants, conditions, products, and yield Starting materials: COC=1C=CC(=[N+](C1)[O-])C (5-Methoxy-2-methyl-pyridine 1-oxide), M−COCH3, C(C)(=O)OC(C)=O (acetic anhydride), C(C)O (Ethanol), ( M ). Reaction conditions: temperature 115 celsius. The product is COC=1C=CC(=NC1)COC(C)=O (Acetic acid 5-methoxy-pyridin-2-ylmethyl ester). RXN SMILES: [CH3:1][O:2][C:3]1[CH:4]=[CH:5][C:6]([CH3:10])=[N+:7]([O-])[CH:8]=1.C(O)C.[C:14]([O:17]C(=O)C)(=[O:16])[CH3:15]>>[CH3:1][O:2][C:3]1[CH:4]=[CH:5][C:6]([CH2:10][O:17][C:14](=[O:16])[CH3:15])=[N:7][CH:8]=1. Procedure details: 5-Methoxy-2-methyl-pyridine 1-oxide (9.25 g, 66.5 mmol) was suspended in acetic anhydride (31 ml) under an argon atmosphere. The mixture was heated to ca.115° C. and this temperature was maintained for a further 5 h and the mixture turned black. Ethanol (2.5 ml) was added and the mixture was concentrated under reduced pressure. The residue was taken up in ethyl acetate and washed with 10% K2CO3 and water. The aqueous phases were back extracted with ethyl acetate and the combined organic phases w... Starting materials: COc1ccc(CN(Cc2ccc(OC)cc2)c2nc(C)nc(-c3cc(CN4CCN(S(C)(=O)=O)CC4)cnc3Nc3ccc4ccncc4c3)n2)cc1, O=C(O)C(F)(F)F, [Na+], O=C([O-])O. Product: Cc1nc(N)nc(-c2cc(CN3CCN(S(C)(=O)=O)CC3)cnc2Nc2ccc3ccncc3c2)n1. As a reaction SMILES: [CH3:1][O:2][c:3]1[cH:4][cH:5][c:6]([CH2:7][N:8]([c:9]2[n:10][c:11](-[c:16]3[c:17]([NH:33][c:34]4[cH:35][cH:36][c:37]5[cH:38][cH:39][n:40][cH:41][c:42]5[cH:43]4)[n:18][cH:19][c:20]([CH2:22][N:23]4[CH2:24][CH2:25][N:26]([S:29](=[O:30])(=[O:31])[CH3:32])[CH2:27][CH2:28]4)[cH:21]3)[n:12][c:13]([CH3:15])[n:14]2)[CH2:44][c:45]2[cH:46][cH:47][c:48]([O:49][CH3:50])[cH:51][cH:52]2)[cH:53][cH:54]1.[F:55][C:56]([F:57])([F:58])[C:59]([OH:60])=[O:61].[Na+:66].[O-:62][C:63]([OH:64])=[O:65]>>[NH2:8][c:9]1[n:10][c:11](-[c:16]2[c:17]([NH:33][c:34]3[cH:35][cH:36][c:37]4[cH:38][cH:39][n:40][cH:41][c:42]4[cH:43]3)[n:18][cH:19][c:20]([CH2:22][N:23]3[CH2:24][CH2:25][N:26]([S:29](=[O:30])(=[O:31])[CH3:32])[CH2:27][CH2:28]3)[cH:21]2)[n:12][c:13]([CH3:15])[n:14]1. Reactants: C1(=CC=CC=C1)C (toluene), Cl(=O)(=O)O.C(C)O (chloric acid ethanol). Solvent: metallocene. The product is C=CC1=CC=CC=C1.CC1=CC=C(C=C)C=C1 (styrene p-methylstyrene). As a reaction SMILES: [C:1]1([CH3:7])[CH:6]=[CH:5][CH:4]=[CH:3][CH:2]=1.Cl(O)(=O)=O.[CH2:12](O)[CH3:13]>>[CH2:12]=[CH:7][C:1]1[CH:6]=[CH:5][CH:4]=[CH:3][CH:2]=1.[CH3:7][C:1]1[CH:6]=[CH:5][C:4]([CH:12]=[CH2:13])=[CH:3][CH:2]=1 |f:1.2,3.4|. Reported procedure: 5 ml (50 μmol of Ti) of toluene solution in which the metallocene is dissolved were added while vigorously agitating. After agitating for 1 hour, 10 wt % of chloric acid-ethanol solution was added to terminate a reaction, the reactant was filtered, washed with ethanol and dried in a vacuum oven of 50° C. overnight to obtain a final styrene/p-methylstyrene copolymer. The reactants are CS(=O)(=O)O, CC(C)=O, Cc1cc(C2C=CCC2)c(S(C)(=O)=O)cc1C(=O)N=C(N)N. Product: CS(=O)(=O)[O-], Cc1cc(C2C=CCC2)c(S(C)(=O)=O)cc1C(=O)N=C(N)N. RXN SMILES: [CH3:23][S:24]([OH:25])(=[O:26])=[O:27].[CH3:28][C:29](=[O:30])[CH3:31].[NH2:1][C:2](=[N:3][C:4]([c:5]1[c:6]([CH3:20])[cH:7][c:8]([CH:15]2[CH:16]=[CH:17][CH2:18][CH2:19]2)[c:9]([S:11](=[O:12])(=[O:13])[CH3:14])[cH:10]1)=[O:21])[NH2:22]>>[CH3:23][S:24](=[O:25])(=[O:26])[O-:27].[NH2:1][C:2](=[N:3][C:4]([c:5]1[c:6]([CH3:20])[cH:7][c:8]([CH:15]2[CH:16]=[CH:17][CH2:18][CH2:19]2)[c:9]([S:11](=[O:12])(=[O:13])[CH3:14])[cH:10]1)=[O:21])[NH2:22]. The reactants are O=C(Cl)CBr, O=C([O-])O, CCCCCC, CC1NC(=O)OC1c1ccccc1, [Cl-], [Li]CCCC, [NH4+], [Na+], C1CCOC1, O. The product is CC1C(c2ccccc2)OC(=O)N1C(=O)CBr. RXN SMILES: [Br:19][CH2:20][C:21](=[O:22])[Cl:23].[C:26](=[O:27])([OH:28])[O-:29].[CH3:31][CH2:32][CH2:33][CH2:34][CH2:35][CH3:36].[CH3:6][CH:7]1[NH:8][C:9](=[O:18])[O:10][CH:11]1[c:12]1[cH:13][cH:14][cH:15][cH:16][cH:17]1.[Cl-:24].[Li:1][CH2:2][CH2:3][CH2:4][CH3:5].[NH4+:25].[Na+:30].[O:37]1[CH2:38][CH2:39][CH2:40][CH2:41]1.[OH2:42]>>[CH3:6][CH:7]1[N:8]([C:21]([CH2:20][Br:19])=[O:22])[C:9](=[O:18])[O:10][CH:11]1[c:12]1[cH:13][cH:14][cH:15][cH:16][cH:17]1.